This data is from the Open Reaction Database (ORD), a public repository of structured organic reaction records. The task is: describe an organic reaction: reactants, conditions, products, and yield Starting materials: C1(=CC=CC=C1)OC(NC=1C=NC(=C(C1)CC)C)=O (Phenyl-N-(5-ethyl-6-methylpyridin-3-yl)carbamate), COC=1C=C(C=C(C1)OC)N1CCNCC1 (1-(3,5-dimethoxyphenyl)piperazine). The product is C(C)C=1C=C(C=NC1C)NC(=O)N1CCN(CC1)C1=CC(=CC(=C1)OC)OC (1-[(5-ethyl-6-methylpyridin-3-yl)aminocarbonyl]-4-(3,5-dimethoxyphenyl)piperazine). The yield is 85.0%. RXN SMILES: C1(O[C:8](=[O:19])[NH:9][C:10]2[CH:11]=[N:12][C:13]([CH3:18])=[C:14]([CH2:16][CH3:17])[CH:15]=2)C=CC=CC=1.[CH3:20][O:21][C:22]1[CH:23]=[C:24]([N:30]2[CH2:35][CH2:34][NH:33][CH2:32][CH2:31]2)[CH:25]=[C:26]([O:28][CH3:29])[CH:27]=1>>[CH2:16]([C:14]1[CH:15]=[C:10]([NH:9][C:8]([N:33]2[CH2:32][CH2:31][N:30]([C:24]3[CH:23]=[C:22]([O:21][CH3:20])[CH:27]=[C:26]([O:28][CH3:29])[CH:25]=3)[CH2:35][CH2:34]2)=[O:19])[CH:11]=[N:12][C:13]=1[CH3:18])[CH3:17]. Procedure details: Phenyl-N-(5-ethyl-6-methylpyridin-3-yl)carbamate and 1-(3,5-dimethoxyphenyl)piperazine were reacted by the same way with the example 1 to obtain the titled compound. Starting materials: N#Cc1cc(Br)c(Cl)s1, C1CCOC1, COS(=O)c1cccc(Br)c1, CCOC(C)=O, CC(C)[Mg+], [Cl-], [Cl-], [NH4+]. RXN SMILES: [Br:6][c:7]1[cH:8][c:9]([C:13]#[N:14])[s:10][c:11]1[Cl:12].[CH2:28]1[O:29][CH2:30][CH2:31][CH2:32]1.[CH3:15][O:16][S:17](=[O:18])[c:19]1[cH:20][c:21]([Br:25])[cH:22][cH:23][cH:24]1.[CH3:33][CH2:34][O:35][C:36](=[O:37])[CH3:38].[CH:2]([Mg+:3])([CH3:4])[CH3:5].[Cl-:1].[Cl-:26].[NH4+:27]>>[c:7]1([S:17](=[O:16])[c:19]2[cH:20][c:21]([Br:25])[cH:22][cH:23][cH:24]2)[cH:8][c:9]([C:13]#[N:14])[s:10][c:11]1[Cl:12]. The product is N#Cc1cc(S(=O)c2cccc(Br)c2)c(Cl)s1. Starting materials: ClC=1C=C(C(=C(C1)C(F)(F)F)NC(=O)C(=O)OCC)[N+](=O)[O-] (5-chloro-2-ethoxalylamino-3-nitrobenzotrifluoride), CN(C=O)C (dimethylformamide), N (ammonia), [H][H] (hydrogen). Reagents/catalysts: [Pt] (Pt-C). Solvent: O1CCCC1 (tetrahydrofuran). Product: ClC1=CC(=C2NC(C(N(C2=C1)O)=O)=O)C(F)(F)F (7-chloro-1-hydroxy-5-trifluoromethylquinoxaline -2,3(1H,4H)-dione). Isolated yield 80.0%. Reaction SMILES: [Cl:1][C:2]1[CH:3]=[C:4]([N+:20]([O-:22])=O)[C:5]([NH:12][C:13]([C:15](OCC)=[O:16])=[O:14])=[C:6]([C:8]([F:11])([F:10])[F:9])[CH:7]=1.CN(C)C=O.N.[H][H]>O1CCCC1.[Pt]>[Cl:1][C:2]1[CH:3]=[C:4]2[C:5]([NH:12][C:13](=[O:14])[C:15](=[O:16])[N:20]2[OH:22])=[C:6]([C:8]([F:11])([F:10])[F:9])[CH:7]=1. Procedure details: To a solution of 1.0 g (2.94 mmol) 5-chloro-2-ethoxalylamino-3-nitrobenzotrifluoride in 75 ml tetrahydrofuran was added 25 ml dimethylformamide and 1.0 ml 25% aqueous ammonia. The mixture was hydrogenated at atm. pressure by using 100 mg 5% Pt-C as a catalyst. When the hydrogen uptake was completed, the catalyst was filtered off, and the filtrate was evaporated in vacuo. The residue was stirred with 1N aqueous hydrochloric acid to give 0.66 g (80%) of 7-chloro-1-hydroxy-5-trifluoromethylquinoxal... Starting materials: [Br-], C1CCOC1, C[Mg+], COC(=O)c1cc2c(C=O)cccc2s1. Yields the product COC(=O)c1cc2c(C(C)O)cccc2s1. Reaction SMILES: [Br-:16].[CH2:19]1[O:20][CH2:21][CH2:22][CH2:23]1.[CH3:17][Mg+:18].[CH:1](=[O:2])[c:3]1[cH:4][cH:5][cH:6][c:7]2[s:8][c:9]([C:12](=[O:13])[O:14][CH3:15])[cH:10][c:11]12>>[CH:1]([OH:2])([c:3]1[cH:4][cH:5][cH:6][c:7]2[s:8][c:9]([C:12](=[O:13])[O:14][CH3:15])[cH:10][c:11]12)[CH3:17]. The reactants are ClC1=CC=C2C(C(NC2=C1)=O)(O)C1=CC(=CC(=C1)OC)OC (rac-6-chloro-3-(3,5-dimethoxy-phenyl)-3-hydroxy-1,3-dihydro-indol-2-one), C(C)[SiH](CC)CC (triethylsilane), FC(C(=O)O)(F)F (trifluoroacetic acid), C([O-])([O-])=O.[Na+].[Na+] (sodium carbonate). Run in C(C)(=O)OCC (ethyl acetate). Reaction conditions: temperature 90 celsius, time 30 minute. Product: ClC1=CC=C2C(C(NC2=C1)=O)C1=CC(=CC(=C1)OC)OC (rac-6-chloro-3-(3,5-dimethoxy-phenyl)-1,3-dihydro-indol-2-one). Reaction SMILES: [Cl:1][C:2]1[CH:10]=[C:9]2[C:5]([C:6]([C:13]3[CH:18]=[C:17]([O:19][CH3:20])[CH:16]=[C:15]([O:21][CH3:22])[CH:14]=3)(O)[C:7](=[O:11])[NH:8]2)=[CH:4][CH:3]=1.C([SiH](CC)CC)C.FC(F)(F)C(O)=O.C(=O)([O-])[O-].[Na+].[Na+]>C(OCC)(=O)C>[Cl:1][C:2]1[CH:10]=[C:9]2[C:5]([CH:6]([C:13]3[CH:18]=[C:17]([O:19][CH3:20])[CH:16]=[C:15]([O:21][CH3:22])[CH:14]=3)[C:7](=[O:11])[NH:8]2)=[CH:4][CH:3]=1 |f:3.4.5|. Procedure details: Crude rac-6-chloro-3-(3,5-dimethoxy-phenyl)-3-hydroxy-1,3-dihydro-indol-2-one (0.3 g, 0.94 mmol) (from Example 40a supra) was suspended in a mixture of triethylsilane (0.45 mL, 2.82 mmol) (Aldrich) and trifluoroacetic acid (1.38 g, 14.1 mmol) and heated in an 90° C. oil bath for 17 hours. After cooling to room temperature, mixture was diluted with ethyl acetate and treated with solid sodium carbonate (1 g). After stirring for 30 minutes, mixture was extracted with water and brine. Aqueous layers...